Task: describe an organic reaction: reactants, conditions, products, and yield. Dataset: the Open Reaction Database (ORD), a public repository of structured organic reaction records Starting materials: CC(C)(C)OC(=O)N1CCN(Cc2ccccc2)CC1, O=CC(Cc1ccccc1)N(Cc1ccccc1)Cc1ccccc1, CCOCC, CCOC(C)=O, [Li]C(C)CC, [Cl-], [NH4+]. The product is CC(C)(C)OC(=O)N1CCN(Cc2ccccc2)CC1C(O)C(Cc1ccccc1)N(Cc1ccccc1)Cc1ccccc1. As a reaction SMILES: [CH2:1]([c:2]1[cH:3][cH:4][cH:5][cH:6][cH:7]1)[N:8]1[CH2:9][CH2:10][N:11]([C:14](=[O:15])[O:16][C:17]([CH3:18])([CH3:19])[CH3:20])[CH2:12][CH2:13]1.[CH2:26]([c:27]1[cH:28][cH:29][cH:30][cH:31][cH:32]1)[N:33]([CH:34]([CH:35]=[O:36])[CH2:37][c:38]1[cH:39][cH:40][cH:41][cH:42][cH:43]1)[CH2:44][c:45]1[cH:46][cH:47][cH:48][cH:49][cH:50]1.[CH3:53][CH2:54][O:55][CH2:56][CH3:57].[CH3:58][CH2:59][O:60][C:61](=[O:62])[CH3:63].[CH:21]([Li:22])([CH2:23][CH3:24])[CH3:25].[Cl-:51].[NH4+:52]>>[CH2:1]([c:2]1[cH:3][cH:4][cH:5][cH:6][cH:7]1)[N:8]1[CH2:9][CH2:10][N:11]([C:14](=[O:15])[O:16][C:17]([CH3:18])([CH3:19])[CH3:20])[CH:12]([CH:35]([CH:34]([N:33]([CH2:26][c:27]2[cH:28][cH:29][cH:30][cH:31][cH:32]2)[CH2:44][c:45]2[cH:46][cH:47][cH:48][cH:49][cH:50]2)[CH2:37][c:38]2[cH:39][cH:40][cH:41][cH:42][cH:43]2)[OH:36])[CH2:13]1.